From a dataset of the Open Reaction Database (ORD), a public repository of structured organic reaction records. describe an organic reaction: reactants, conditions, products, and yield The reactants are FC1=CC=C(C=C1)SC=CC(=O)OCC (Ethyl 3-(4-fluorophenylthio)-2-propenoate), C1(=CC=CC=C1)[Hg]C(F)(Br)Br (phenyl(dibromofluoromethyl)mercury). Conditions: time 30 minute. The product is FC1=CC=C(C=C1)SC1C(C1C(=O)OCC)(F)Br (ethyl 3-(4-fluorophenylthio)-2-bromo-2-fluorocyclopropanecarboxylate). Reaction SMILES: [F:1][C:2]1[CH:7]=[CH:6][C:5]([S:8][CH:9]=[CH:10][C:11]([O:13][CH2:14][CH3:15])=[O:12])=[CH:4][CH:3]=1.C1([Hg][C:23](Br)([Br:25])[F:24])C=CC=CC=1>>[F:1][C:2]1[CH:7]=[CH:6][C:5]([S:8][CH:9]2[CH:10]([C:11]([O:13][CH2:14][CH3:15])=[O:12])[C:23]2([Br:25])[F:24])=[CH:4][CH:3]=1. Reported procedure: Ethyl 3-(4-fluorophenylthio)-2-propenoate can also be combined with phenyl(dibromofluoromethyl)mercury, in 1:1 ratio, and heated at 80°, with stirring for 30 min, to give ethyl 3-(4-fluorophenylthio)-2-bromo-2-fluorocyclopropanecarboxylate. Reactants: FC1=C(C#N)C(=CC(=C1)F)OC (2,4-Difluoro-6-methoxybenzonitrile), CC(=O)O (AcOH), crude product, Intermediate 48, O.NN (hydrazine hydrate), C(C)(=O)OCC (ethyl acetate). Reaction SMILES: F[C:2]1[CH:9]=[C:8]([F:10])[CH:7]=[C:6](OC)[C:3]=1[C:4]#[N:5].[OH2:13].[NH2:14][NH2:15].[CH3:16]C(O)=O.C(OCC)(=O)C>C(O)CCC.O>[F:10][C:8]1[CH:9]=[C:2]2[C:3]([C:4]([NH2:5])=[N:14][NH:15]2)=[C:6]([O:13][CH3:16])[CH:7]=1 |f:1.2|. The solvent is O (water), C(CCC)O (n-butanol). Procedure: 2,4-Difluoro-6-methoxybenzonitrile (for a preparation see Intermediate 48) (29.2 g, 0.17 mol) was suspended in n-butanol (250 mL) and hydrazine hydrate (16.6 mL, 0.34 mol) was added. The suspension was heated at 110° C. for 19 h, then 115° C. for 4 h. The reaction was allowed to cool and a solid formed overnight. The solid was collected by filtration, and washed with n-butanol. Solid is mainly an aryl hydrazine by-product (uncyclised or regioisomer). The filtrate was concentrated and azeotroped ... Yields the product FC1=CC(=C2C(=NNC2=C1)N)OC (6-Fluoro-4-methoxy-1H-indazol-3-amine). Reaction conditions: temperature 110 celsius, time 4 hour. Isolated yield 21.0%. The reactants are O=C([O-])[O-], CC1=C(C)CNCC1, CC#N, [K+], [K+], O=S(=O)(c1ccccc1)C1(CC2CO2)CC1. Yields the product CC1=C(C)CN(CC(O)CC2(S(=O)(=O)c3ccccc3)CC2)CC1. Reaction SMILES: [C:17](=[O:18])([O-:19])[O-:20].[CH3:23][C:24]1=[C:29]([CH3:30])[CH2:28][CH2:27][NH:26][CH2:25]1.[CH3:31][C:32]#[N:33].[K+:21].[K+:22].[c:1]1([S:7](=[O:8])(=[O:9])[C:10]2([CH2:13][CH:14]3[O:15][CH2:16]3)[CH2:11][CH2:12]2)[cH:2][cH:3][cH:4][cH:5][cH:6]1>>[c:1]1([S:7](=[O:8])(=[O:9])[C:10]2([CH2:13][CH:14]([OH:15])[CH2:16][N:26]3[CH2:25][C:24]([CH3:23])=[C:29]([CH3:30])[CH2:28][CH2:27]3)[CH2:11][CH2:12]2)[cH:2][cH:3][cH:4][cH:5][cH:6]1.